From a dataset of the Open Reaction Database (ORD), a public repository of structured organic reaction records. describe an organic reaction: reactants, conditions, products, and yield Reactants: CC(=O)OCC1OC(OC(C)=O)C(N)C(OC(C)=O)C1OC(C)=O, CCN=C=NCCCN(C)C, Cl, CC(=O)N(C)c1c(I)c(-c2cc([N+](=O)[O-])c(C(=O)O)c([N+](=O)[O-])c2)c(I)c(N(C)C(C)=O)c1I. Yields the product CC(=O)OCC1OC(OC(C)=O)(C(=O)c2c([N+](=O)[O-])cc(-c3c(I)c(N(C)C(C)=O)c(I)c(N(C)C(C)=O)c3I)cc2[N+](=O)[O-])C(N)C(OC(C)=O)C1OC(C)=O. As a reaction SMILES: [C:35]([CH3:36])(=[O:37])[O:38][CH:39]1[CH:40]([NH2:41])[CH:42]([O:43][C:44]([CH3:45])=[O:46])[CH:47]([O:48][C:49]([CH3:50])=[O:51])[CH:52]([CH2:54][O:55][C:56]([CH3:57])=[O:58])[O:53]1.[CH3:60][N:61]([CH3:62])[CH2:63][CH2:64][CH2:65][N:66]=[C:67]=[N:68][CH2:69][CH3:70].[ClH:59].[I:1][c:2]1[c:3](-[c:20]2[cH:21][c:22]([N+:32](=[O:33])[O-:34])[c:23]([C:29](=[O:30])[OH:31])[c:24]([N+:26](=[O:27])[O-:28])[cH:25]2)[c:4]([I:19])[c:5]([N:14]([C:15]([CH3:16])=[O:17])[CH3:18])[c:6]([I:13])[c:7]1[N:8]([C:9]([CH3:10])=[O:11])[CH3:12]>>[I:1][c:2]1[c:3](-[c:20]2[cH:21][c:22]([N+:32](=[O:33])[O-:34])[c:23]([C:29](=[O:30])[C:39]3([O:38][C:35]([CH3:36])=[O:37])[CH:40]([NH2:41])[CH:42]([O:43][C:44]([CH3:45])=[O:46])[CH:47]([O:48][C:49]([CH3:50])=[O:51])[CH:52]([CH2:54][O:55][C:56]([CH3:57])=[O:58])[O:53]3)[c:24]([N+:26](=[O:27])[O-:28])[cH:25]2)[c:4]([I:19])[c:5]([N:14]([C:15]([CH3:16])=[O:17])[CH3:18])[c:6]([I:13])[c:7]1[N:8]([C:9]([CH3:10])=[O:11])[CH3:12]. Starting materials: C(C)(C)(C)C1=NN(C(=C1)NC(NC1=CC=C(C2=CC=CC=C12)OCC(C)(C)C1=CC(=NC=C1)NC(OC(C)(C)C)=O)=O)C1=CC=C(C=C1)C (tert-Butyl 4-(1-(4-(3-(3-tert-butyl-1-p-tolyl-1H-pyrazol-5-yl)ureido)naphthalen-1-yloxy)-2-methylpropan-2-yl)pyridin-2-ylcarbamate), C(=O)(C(F)(F)F)O (TFA). Solvent: C(Cl)Cl (DCM). Reaction conditions: time 2 hour. Product: NC1=NC=CC(=C1)C(COC1=CC=C(C2=CC=CC=C12)NC(=O)NC1=CC(=NN1C1=CC=C(C=C1)C)C(C)(C)C)(C)C (1-(4-(2-(2-Aminopyridin-4-yl)-2-methylpropoxy)naphthalen-1-yl)-3-(3-tert-butyl-1-p-tolyl-1H-pyrazol-5-yl)urea). Yield: 103.9%. RXN SMILES: [C:1]([C:5]1[CH:9]=[C:8]([NH:10][C:11](=[O:42])[NH:12][C:13]2[C:22]3[C:17](=[CH:18][CH:19]=[CH:20][CH:21]=3)[C:16]([O:23][CH2:24][C:25]([C:28]3[CH:33]=[CH:32][N:31]=[C:30]([NH:34]C(=O)OC(C)(C)C)[CH:29]=3)([CH3:27])[CH3:26])=[CH:15][CH:14]=2)[N:7]([C:43]2[CH:48]=[CH:47][C:46]([CH3:49])=[CH:45][CH:44]=2)[N:6]=1)([CH3:4])([CH3:3])[CH3:2].C(O)(C(F)(F)F)=O>C(Cl)Cl>[NH2:34][C:30]1[CH:29]=[C:28]([C:25]([CH3:27])([CH3:26])[CH2:24][O:23][C:16]2[C:17]3[C:22](=[CH:21][CH:20]=[CH:19][CH:18]=3)[C:13]([NH:12][C:11]([NH:10][C:8]3[N:7]([C:43]4[CH:44]=[CH:45][C:46]([CH3:49])=[CH:47][CH:48]=4)[N:6]=[C:5]([C:1]([CH3:4])([CH3:3])[CH3:2])[CH:9]=3)=[O:42])=[CH:14][CH:15]=2)[CH:33]=[CH:32][N:31]=1. Reported procedure: To a suspension of the tert-butyl carbamate (62) (780 mg, 1.18 mmol) in DCM (10 mL) was added TFA (8.0 mL) and the resulting dark green solution stirred at RT for 2 hr. The mixture was evaporated in vacuo and the residue was taken up in MeOH (10 mL) and subjected to SCX capture and release to afford the title compound (Intermediate L) (690 mg, 100%): m/z 563 (M+H)+ (ES+). Reactants: O=C(OCc1ccccc1)N1CCC(Oc2ccc([N+](=O)[O-])c(CS(=O)(=O)c3cccc4ccccc34)c2)CC1, CCO, CCOC(C)=O, O, O, Cl[Sn]Cl. The product is Nc1ccc(OC2CCN(C(=O)OCc3ccccc3)CC2)cc1CS(=O)(=O)c1cccc2ccccc12. RXN SMILES: [CH2:1]([c:2]1[cH:3][cH:4][cH:5][cH:6][cH:7]1)[O:8][C:9](=[O:10])[N:11]1[CH2:12][CH2:13][CH:14]([O:17][c:18]2[cH:19][c:20]([CH2:27][S:28](=[O:29])(=[O:30])[c:31]3[cH:32][cH:33][cH:34][c:35]4[cH:36][cH:37][cH:38][cH:39][c:40]34)[c:21]([N+:24]([O-:25])=[O:26])[cH:22][cH:23]2)[CH2:15][CH2:16]1.[CH3:41][CH2:42][OH:43].[CH3:49][CH2:50][O:51][C:52](=[O:53])[CH3:54].[OH2:44].[OH2:45].[Sn:46]([Cl:47])[Cl:48]>>[CH2:1]([c:2]1[cH:3][cH:4][cH:5][cH:6][cH:7]1)[O:8][C:9](=[O:10])[N:11]1[CH2:12][CH2:13][CH:14]([O:17][c:18]2[cH:19][c:20]([CH2:27][S:28](=[O:29])(=[O:30])[c:31]3[cH:32][cH:33][cH:34][c:35]4[cH:36][cH:37][cH:38][cH:39][c:40]34)[c:21]([NH2:24])[cH:22][cH:23]2)[CH2:15][CH2:16]1. The reactants are [Br-], COc1ccc2cc(C#N)oc2c1, [Mg+]C1CCCCC1, [Cl-], [NH4+], C1CCOC1, C1CCOC1. Yields the product COc1ccc2cc(C(=O)C3CCCCC3)oc2c1. As a reaction SMILES: [Br-:19].[CH3:1][O:2][c:3]1[cH:4][c:5]2[c:6]([cH:7][c:8]([C:10]#[N:11])[o:9]2)[cH:12][cH:13]1.[CH:20]1([Mg+:26])[CH2:21][CH2:22][CH2:23][CH2:24][CH2:25]1.[Cl-:27].[NH4+:28].[O:14]1[CH2:15][CH2:16][CH2:17][CH2:18]1.[O:29]1[CH2:30][CH2:31][CH2:32][CH2:33]1>>[CH3:1][O:2][c:3]1[cH:4][c:5]2[c:6]([cH:7][c:8]([C:10](=[O:14])[CH:20]3[CH2:21][CH2:22][CH2:23][CH2:24][CH2:25]3)[o:9]2)[cH:12][cH:13]1. Starting materials: C(C)(=O)NNC(C[C@@]1(CCN(C(O1)=O)[C@@H](C)C1=CC=C(C=C1)Br)C1=CC=CC=C1)=O (N′-acetyl-2-((S)-3-((S)-1-(4-bromophenyl)ethyl)-2-oxo-6-phenyl-1,3-oxazinan-6-yl)acetohydrazide), COC=1C=CC(=CC1)P2(=S)SP(=S)(S2)C=3C=CC(=CC3)OC (Lawesson's Reagent). Solvent: C1CCOC1 (THF). Yields the product BrC1=CC=C(C=C1)[C@H](C)N1C(O[C@](CC1)(C1=CC=CC=C1)CC=1SC(=NN1)C)=O ((S)-3-((S)-1-(4-bromophenyl)ethyl)-6-((5-methyl-1,3,4-thiadiazol-2-yl)methyl)-6-phenyl-1,3-oxazinan-2-one). Isolated yield 20.2%. RXN SMILES: [C:1]([NH:4][NH:5][C:6](=O)[CH2:7][C@@:8]1([C:24]2[CH:29]=[CH:28][CH:27]=[CH:26][CH:25]=2)[O:13][C:12](=[O:14])[N:11]([C@H:15]([C:17]2[CH:22]=[CH:21][C:20]([Br:23])=[CH:19][CH:18]=2)[CH3:16])[CH2:10][CH2:9]1)(=O)[CH3:2].COC1C=CC(P2(SP(C3C=CC(OC)=CC=3)(=S)S2)=[S:40])=CC=1>C1COCC1>[Br:23][C:20]1[CH:21]=[CH:22][C:17]([C@@H:15]([N:11]2[CH2:10][CH2:9][C@:8]([CH2:7][C:6]3[S:40][C:1]([CH3:2])=[N:4][N:5]=3)([C:24]3[CH:29]=[CH:28][CH:27]=[CH:26][CH:25]=3)[O:13][C:12]2=[O:14])[CH3:16])=[CH:18][CH:19]=1. Reported procedure: To a solution of N′-acetyl-2-((S)-3-((S)-1-(4-bromophenyl)ethyl)-2-oxo-6-phenyl-1,3-oxazinan-6-yl)acetohydrazide (50 mg, 0.105 mmol) in anhydrous THF (2 mL) was added Lawesson's Reagent (50 mg, 0.126 mmol) at rt. The mixture was heated to reflux for 3 h. The mixture was concentrated to give the crude product, which was purified by preparative TLC to give (S)-3-((S)-1-(4-bromophenyl)ethyl)-6-((5-methyl-1,3,4-thiadiazol-2-yl)methyl)-6-phenyl-1,3-oxazinan-2-one (10 mg, 20%). 1H NMR (400 MHz, CDCl3)... Reactants: CCOC(=O)CCCCCCC(CCCC1CO1)C(C)=O, CCO, Oc1cccc(C(F)(F)F)c1, [Na], O. The product is CCOC(=O)CCCCCCC(CCCC(O)COc1cccc(C(F)(F)F)c1)C(C)=O. Reaction SMILES: [C:13]([CH3:14])(=[O:15])[CH:16]([CH2:17][CH2:18][CH2:19][CH2:20][CH2:21][CH2:22][C:23](=[O:24])[O:25][CH2:26][CH3:27])[CH2:28][CH2:29][CH2:30][CH:31]1[CH2:32][O:33]1.[CH3:35][CH2:36][OH:37].[F:2][C:3]([c:4]1[cH:5][c:6]([OH:10])[cH:7][cH:8][cH:9]1)([F:11])[F:12].[Na:1].[OH2:34]>>[F:2][C:3]([c:4]1[cH:5][c:6]([O:10][CH2:32][CH:31]([CH2:30][CH2:29][CH2:28][CH:16]([C:13]([CH3:14])=[O:15])[CH2:17][CH2:18][CH2:19][CH2:20][CH2:21][CH2:22][C:23](=[O:24])[O:25][CH2:26][CH3:27])[OH:33])[cH:7][cH:8][cH:9]1)([F:11])[F:12]. Starting materials: NC1=C(C(=NN1C1=C(C=C(C=C1Cl)C(F)(F)F)Cl)Cl)C(=O)OCC (5-amino-4-carboethoxy-3-chloro-1-(2,6-dichloro-4-trifluoromethylphenyl)-pyrazole), Br (hydrobromic acid). Run in C(C)(=O)O (acetic acid). Product: NC1=CC(=NN1C1=C(C=C(C=C1Cl)C(F)(F)F)Cl)Br (5-amino-3-bromo-1-(2,6-dichloro-4-trifluoromethylphenyl)-pyrazole). As a reaction SMILES: [NH2:1][C:2]1[N:6]([C:7]2[C:12]([Cl:13])=[CH:11][C:10]([C:14]([F:17])([F:16])[F:15])=[CH:9][C:8]=2[Cl:18])[N:5]=[C:4](Cl)[C:3]=1C(OCC)=O.[BrH:25]>C(O)(=O)C>[NH2:1][C:2]1[N:6]([C:7]2[C:12]([Cl:13])=[CH:11][C:10]([C:14]([F:17])([F:16])[F:15])=[CH:9][C:8]=2[Cl:18])[N:5]=[C:4]([Br:25])[CH:3]=1. Procedure: A mixture of 5-amino-4-carboethoxy-3-chloro-1-(2,6-dichloro-4-trifluoromethylphenyl)-pyrazole (3.3 g), hydrobromic acid (45%; 30 ml) and acetic acid (50 ml) was boiled under reflux for 18 h. The mixture was evaporated to low bulk and basified with sodium hydroxide solution (2M), and the product was filtered off, dried (2.9 g) and recrystallized from a mixture of ethanol and water to give 5-amino-3-bromo-1-(2,6-dichloro-4-trifluoromethylphenyl)-pyrazole (2.5 g), m.p. 132.5°-134° C. in the form of...